This data is from the Open Reaction Database (ORD), a public repository of structured organic reaction records. The task is: describe an organic reaction: reactants, conditions, products, and yield Procedure details: The procedure given in Example 1 was followed using tert-butyl (3S)-3-[methoxy(methyl)carbamoyl]piperidine-1-carboxylate was used instead of tert-butyl(3R)-3-[methoxy(methyl)carbamoyl]piperidine-1-carboxylate. As a reducing agent, (R)-2-methyl-CBS-oxazaborolidine was used instead of (S)-2-methyl-CBS-oxazaborolidine. And 5-methyl-1H-tetrazole was used as a reactant, instead of 1H-tetrazole, to give (3S)-3-[(S)-(5-methyl-2H-tetrazol-2-yl)(naphthalen-2-yl)methyl]piperidine. Product: CC=1N=NN(N1)[C@@H]([C@@H]1CNCCC1)C1=CC2=CC=CC=C2C=C1 ((3S)-3-[(S)-(5-methyl-2H-tetrazol-2-yl)(naphthalen-2-yl)methyl]piperidine). As a reaction SMILES: CO[N:3](C)[C:4]([C@H:6]1[CH2:11][CH2:10][CH2:9][N:8](C(OC(C)(C)C)=O)[CH2:7]1)=O.B1(C)O[C:26]([C:34]2[CH:39]=[CH:38][CH:37]=[CH:36][CH:35]=2)([C:28]2[CH:33]=[CH:32]C=CC=2)[C@@H]2N1CCC2.[CH3:41][C:42]1[NH:46]N=[N:44][N:43]=1.N1C=NN=N1>>[CH3:41][C:42]1[N:43]=[N:44][N:3]([C@H:4]([C:33]2[CH:28]=[CH:26][C:34]3[C:35](=[CH:36][CH:37]=[CH:38][CH:39]=3)[CH:32]=2)[C@H:6]2[CH2:11][CH2:10][CH2:9][NH:8][CH2:7]2)[N:46]=1. The reactants are CON(C(=O)[C@@H]1CN(CCC1)C(=O)OC(C)(C)C)C (tert-butyl (3S)-3-[methoxy(methyl)carbamoyl]piperidine-1-carboxylate), N1N=NN=C1 (1H-tetrazole), B1(N2CCC[C@@H]2C(O1)(C3=CC=CC=C3)C4=CC=CC=C4)C ((R)-2-methyl-CBS-oxazaborolidine), CC1=NN=NN1 (5-methyl-1H-tetrazole). Starting materials: CCN(C(C)C)C(C)C, CCC(=O)c1csc(NC(=O)C(NC(=O)C(N)c2ccc(OCCN3CCCCC3)cc2)C(C)c2ccccc2)n1, O=C(Cl)OC(Cl)(Cl)Cl, C1CCOC1. Product: CCC(=O)c1csc(NC(=O)C(C(C)c2ccccc2)N2C(=O)NC(c3ccc(OCCN4CCCCC4)cc3)C2=O)n1. As a reaction SMILES: [CH:42]([N:43]([CH:44]([CH3:45])[CH3:46])[CH2:47][CH3:48])([CH3:49])[CH3:50].[NH2:1][CH:2]([C:3](=[O:4])[NH:5][CH:6]([C:7](=[O:8])[NH:9][c:10]1[s:11][cH:12][c:13]([C:15]([CH2:16][CH3:17])=[O:18])[n:14]1)[CH:19]([CH3:20])[c:21]1[cH:22][cH:23][cH:24][cH:25][cH:26]1)[c:27]1[cH:28][cH:29][c:30]([O:33][CH2:34][CH2:35][N:36]2[CH2:37][CH2:38][CH2:39][CH2:40][CH2:41]2)[cH:31][cH:32]1.[O:51]=[C:52]([Cl:53])[O:54][C:55]([Cl:56])([Cl:57])[Cl:58].[O:59]1[CH2:60][CH2:61][CH2:62][CH2:63]1>>[NH:1]1[CH:2]([c:27]2[cH:28][cH:29][c:30]([O:33][CH2:34][CH2:35][N:36]3[CH2:37][CH2:38][CH2:39][CH2:40][CH2:41]3)[cH:31][cH:32]2)[C:3](=[O:4])[N:5]([CH:6]([C:7](=[O:8])[NH:9][c:10]2[s:11][cH:12][c:13]([C:15]([CH2:16][CH3:17])=[O:18])[n:14]2)[CH:19]([CH3:20])[c:21]2[cH:22][cH:23][cH:24][cH:25][cH:26]2)[C:52]1=[O:51]. Reactants: C1(=CC=CC=C1)NN=C1C2=C(NC(CC1)=O)C=CC=N2 (7,8-dihydro-5H-pyrido[3,2-b]azepine-6,9-dione 9-(phenylhydrazone)), C(C)#N.O (acetonitrile water), [K+].[Br-] (KBr), C15H11N3O. The solvent is C1(=CC=CC=C1)OC1=CC=CC=C1 (diphenyl ether). Product: N1=CC=CC=2NC(CC3=C(NC4=CC=CC=C34)C21)=O (7,12-Dihydropyrido[3′,2′:2,3]azepino[4,5-b]indol-6(5H)-one). RXN SMILES: C1(N[N:8]=[C:9]2[CH2:15][CH2:14][C:13](=[O:16])[NH:12][C:11]3[CH:17]=[CH:18][CH:19]=[N:20][C:10]2=3)C=CC=CC=1.[K+].[Br-].[C:23](#N)[CH3:24].O>C1(OC2C=CC=CC=2)C=CC=CC=1>[N:20]1[C:10]2[C:9]3[NH:8][C:24]4[C:23]([C:15]=3[CH2:14][C:13](=[O:16])[NH:12][C:11]=2[CH:17]=[CH:18][CH:19]=1)=[CH:11][CH:10]=[CH:9][CH:15]=4 |f:1.2,3.4|. Procedure: Prepared according to general procedure B from 72.4 mg (0.27 mmol) 7,8-dihydro-5H-pyrido[3,2-b]azepine-6,9-dione 9-(phenylhydrazone) in 30 ml diphenyl ether. Recrystallization from ethanol afforded a brown solid. Yield: 17 mg (25%); m.p. >330° C.; IR (KBr): 3054 cm−1 (CH-arom.), 2974 cm−1 (CH-aliph.), 1675 cm−1 (C═O), 1H-NMR (d6-DMSO, 400 MHz): δ (ppm)=3.66 (s, 2H, azepine-CH2), 7.06-7.09 (m, 1H, arom. H), 7.18-7.22 (m, 1H, arom. H), 7.40 (dd, 1H, 8.2/4.5 Hz, arom. H), 7.47 (d, 1H, 8.2 Hz, arom.... The product is BrC=1C=CC(=C(C1)C=1C(NC2(C1O)CCC(CC2)(C(F)(F)F)OC)=O)C (3-(5-Bromo-2-methylphenyl)-4-hydroxy-8-methoxy-8-(trifluoromethyl)-1-azaspiro[4.5]dec-3-en-2-one). Reported procedure: 2.26 g (20.16 mmol) of potassium tert-butoxide were added to 4.70 g (10.08 mmol) of methyl 1-{[(5-bromo-2-methylphenyl)acetyl]amino}-4-methoxy-4-(trifluoromethyl)cyclohexanecarboxylate (Example 36A) in 50 ml of N,N-dimethylformamide. The reaction mixture was stirred at 80° C. for 60 minutes. For work-up, the cold reaction mixture was poured into 800 ml of ice-water and acidified with aqueous hydrochloric acid. The crude product was filtered off and dried. This gave 3.68 g (84% of theory) of the ... Run in CN(C=O)C (N,N-dimethylformamide). Starting materials: Cl (hydrochloric acid), CC(C)([O-])C.[K+] (potassium tert-butoxide), BrC=1C=CC(=C(C1)CC(=O)NC1(CCC(CC1)(C(F)(F)F)OC)C(=O)OC)C (Methyl 1-{[(5-bromo-2-methylphenyl)acetyl]amino}-4-methoxy-4-(trifluoromethyl)cyclohexanecarboxylate), ice water. Reaction SMILES: CC(C)([O-])C.[K+].[Br:7][C:8]1[CH:9]=[CH:10][C:11]([CH3:34])=[C:12]([CH2:14][C:15]([NH:17][C:18]2([C:30]([O:32]C)=O)[CH2:23][CH2:22][C:21]([O:28][CH3:29])([C:24]([F:27])([F:26])[F:25])[CH2:20][CH2:19]2)=[O:16])[CH:13]=1.Cl>CN(C)C=O>[Br:7][C:8]1[CH:9]=[CH:10][C:11]([CH3:34])=[C:12]([C:14]2[C:15](=[O:16])[NH:17][C:18]3([CH2:19][CH2:20][C:21]([O:28][CH3:29])([C:24]([F:26])([F:25])[F:27])[CH2:22][CH2:23]3)[C:30]=2[OH:32])[CH:13]=1 |f:0.1|. Reaction conditions: temperature 80 celsius, time 60 minute. Starting materials: BrC1=CC=C2C=NC(=NN21)NC2=CC=C(C=C2)N2CCOCC2 ((7-Bromo-pyrrolo[2,1-f][1,2,4]triazin-2-yl)-(4-morpholin-4-yl-phenyl)-amine), C(C)(C)(C)OC(=O)N1CCC(=CC1)B1OC(C(O1)(C)C)(C)C (4-(4,4,5,5-Tetramethyl-[1,3,2]dioxaborolan-2-yl)-3,6-dihydro-2H-pyridine-1-carboxylic acid tert-butyl ester), C([O-])([O-])=O.[Na+].[Na+] (Sodium carbonate), O (Water), C1(=CC=CC=C1)P(C1=CC=CC=C1)C1=CC=CC=C1 (Triphenylphosphine). The reagents and catalysts are C(C)(=O)[O-].[Pd+2].C(C)(=O)[O-] (Palladium Acetate). The solvent is CN(C=O)C (N,N-Dimethylformamide). Run at temperature 85 celsius, time 10 minute. Product: C(C)(C)(C)OC(=O)N1CCC(CC1)C1=CC=C2C=NC(=NN21)NC2=CC=C(C=C2)N2CCOCC2 (4-[2-(4-Morpholin-4-yl-phenylamino)-pyrrolo[2,1-f][1,2,4]triazin-7-yl]-piperidine-1-carboxylic acid tert-butyl ester). RXN SMILES: C1(P(C2C=CC=CC=2)C2C=CC=CC=2)C=CC=CC=1.Br[C:21]1[N:29]2[C:24]([CH:25]=[N:26][C:27]([NH:30][C:31]3[CH:36]=[CH:35][C:34]([N:37]4[CH2:42][CH2:41][O:40][CH2:39][CH2:38]4)=[CH:33][CH:32]=3)=[N:28]2)=[CH:23][CH:22]=1.[C:43]([O:47][C:48]([N:50]1[CH2:55][CH:54]=[C:53](B2OC(C)(C)C(C)(C)O2)[CH2:52][CH2:51]1)=[O:49])([CH3:46])([CH3:45])[CH3:44].C(=O)([O-])[O-].[Na+].[Na+].O>C([O-])(=O)C.[Pd+2].C([O-])(=O)C.CN(C)C=O>[C:43]([O:47][C:48]([N:50]1[CH2:55][CH2:54][CH:53]([C:21]2[N:29]3[C:24]([CH:25]=[N:26][C:27]([NH:30][C:31]4[CH:36]=[CH:35][C:34]([N:37]5[CH2:38][CH2:39][O:40][CH2:41][CH2:42]5)=[CH:33][CH:32]=4)=[N:28]3)=[CH:23][CH:22]=2)[CH2:52][CH2:51]1)=[O:49])([CH3:46])([CH3:44])[CH3:45] |f:3.4.5,7.8.9|. Procedure details: Into a 30 mL vial, Palladium Acetate (35 mg, 0.16 mmol) and Triphenylphosphine (100 mg, 0.4 mmol) were added and purged under an atmosphere of Nitrogen for 10 minutes. 1,4-Dioxane (5.9 mL) was added and stirred for 10 minutes. (7-Bromo-pyrrolo[2,1-f][1,2,4]triazin-2-yl)-(4-morpholin-4-yl-phenyl)-amine (0.250 g, 0.668 mmol), 4-(4,4,5,5-Tetramethyl-[1,3,2]dioxaborolan-2-yl)-3,6-dihydro-2H-pyridine-1-carboxylic acid tert-butyl ester (0.413 g, 1.34 mmol), N,N-Dimethylformamide (5.9 mL) and 1.50 M of... Run at time 1 hour. Starting materials: C(CCCCCCCCCCC=C)N1C(=O)N(C=2N=CN(C2C1=O)C)C (1-(12-Tridecenyl)-3,7-dimethylxanthine), C[N+]1(CCOCC1)[O-] (4-methylmorpholine-N-oxide), potassium osmate dihydrate, O (Water), S(=O)([O-])[O-].[Na+].[Na+] (sodium sulfite). The yield is 82.0%. Reported procedure: A solution of 1-(12-Tridecenyl)-3,7-dimethylxanthine (1.39 g, 3.86 mmol), 4-methylmorpholine-N-oxide (1.36 g, 11.6 mmol) and potassium osmate dihydrate (14 mg, 0.040 mmol) in acetone/water 1:2 (25 mL) was stirred for 16 hours. Water (25 mL) and sodium sulfite (2 g) were added and the reaction mixture stirred for 1 hour. The reaction mixture was extracted with dichloromethane (3×50 mL), dried using magnesium sulfate and the solvent evaporated to yield 1.25 g (82%) of 1-(12,13-dihydroxytridecyl)-3... The product is OC(CCCCCCCCCCCN1C(=O)N(C=2N=CN(C2C1=O)C)C)CO (1-(12,13-dihydroxytridecyl)-3,7-dimethylxanthine). As a reaction SMILES: [CH2:1]([N:14]1[C:23](=[O:24])[C:22]2[N:21]([CH3:25])[CH:20]=[N:19][C:18]=2[N:17]([CH3:26])[C:15]1=[O:16])[CH2:2][CH2:3][CH2:4][CH2:5][CH2:6][CH2:7][CH2:8][CH2:9][CH2:10][CH2:11][CH:12]=[CH2:13].C[N+]1([O-])CC[O:31]CC1.[OH2:35].S([O-])([O-])=O.[Na+].[Na+]>CC(C)=O.O>[OH:35][CH:12]([CH2:13][OH:31])[CH2:11][CH2:10][CH2:9][CH2:8][CH2:7][CH2:6][CH2:5][CH2:4][CH2:3][CH2:2][CH2:1][N:14]1[C:23](=[O:24])[C:22]2[N:21]([CH3:25])[CH:20]=[N:19][C:18]=2[N:17]([CH3:26])[C:15]1=[O:16] |f:3.4.5,6.7|. Run in CC(=O)C.O (acetone water). Starting materials: ClC=1C=CC(=C(C1)B(O)O)F (5-chloro-2-fluorophenylboronic acid), ClC1=NC=C(C(=N1)N)CF (2-chloro-5-fluoromethylpyrimidin-4-amine), C(=O)([O-])[O-].[Na+].[Na+] (Na2CO3). Reagents/catalysts: Cl[Pd]([P](C1=CC=CC=C1)(C2=CC=CC=C2)C3=CC=CC=C3)([P](C4=CC=CC=C4)(C5=CC=CC=C5)C6=CC=CC=C6)Cl (trans-Dichlorobis(triphenylphosphine)palladium). Run in O1CCOCC1 (dioxane). Yields the product ClC=1C=CC(=C(C1)C1=NC=C(C(=N1)N)C)F (2-(5-chloro-2-fluorophenyl)-5-methylpyrimidin-4-amine). RXN SMILES: [Cl:1][C:2]1[CH:3]=[CH:4][C:5]([F:11])=[C:6](B(O)O)[CH:7]=1.Cl[C:13]1[N:18]=[C:17]([NH2:19])[C:16]([CH2:20]F)=[CH:15][N:14]=1.C([O-])([O-])=O.[Na+].[Na+]>O1CCOCC1.Cl[Pd](Cl)([P](C1C=CC=CC=1)(C1C=CC=CC=1)C1C=CC=CC=1)[P](C1C=CC=CC=1)(C1C=CC=CC=1)C1C=CC=CC=1>[Cl:1][C:2]1[CH:3]=[CH:4][C:5]([F:11])=[C:6]([C:13]2[N:18]=[C:17]([NH2:19])[C:16]([CH3:20])=[CH:15][N:14]=2)[CH:7]=1 |f:2.3.4,^1:36,55|. Procedure details: trans-Dichlorobis(triphenylphosphine)palladium (II) (1.179 g, 1.680 mmol), 5-chloro-2-fluorophenylboronic acid (6.1 g, 35.3 mmol), 2-chloro-5-fluoromethylpyrimidin-4-amine (2.411 g, 16.80 mmol), 2M Na2CO3 (8.40 mL, 16.80 mmol) were combined in dioxane (79 mL) and refluxed for 1 hour. The reaction was cooled, concentrated and the solids were suspended in brine (50 mL) and then extracted with EtOAc (20 mL). The layers were separated, the organics were dried over Na2SO4, filtered and concentrated t... RXN SMILES: I[C:2]1[C:6]([C:7]#[N:8])=[CH:5][N:4]([CH2:9][O:10][CH2:11][CH2:12][Si:13]([CH3:16])([CH3:15])[CH3:14])[N:3]=1.[CH3:17][C:18]1[CH:27]=[CH:26][C:21]([C:22]([O:24][CH3:25])=[O:23])=[CH:20][C:19]=1B1OC(C)(C)C(C)(C)O1.C(=O)([O-])[O-].[K+].[K+]>O1CCOCC1.O.CCOC(C)=O.C1C=CC(P(C2C=CC=CC=2)[C-]2C=CC=C2)=CC=1.C1C=CC(P(C2C=CC=CC=2)[C-]2C=CC=C2)=CC=1.Cl[Pd]Cl.[Fe+2]>[C:7]([C:6]1[CH:2]=[N:3][N:4]([CH2:9][O:10][CH2:11][CH2:12][Si:13]([CH3:16])([CH3:15])[CH3:14])[C:5]=1[C:19]1[CH:20]=[C:21]([CH:26]=[CH:27][C:18]=1[CH3:17])[C:22]([O:24][CH3:25])=[O:23])#[N:8] |f:2.3.4,8.9.10.11|. Product: C(#N)C=1C=NN(C1C=1C=C(C(=O)OC)C=CC1C)COCC[Si](C)(C)C (Methyl 3-(4-cyano-1-((2-(trimethylsilyl)ethoxy)methyl)-1H-pyrazol-5-yl)-4-methylbenzoate). Reagents/catalysts: C1=CC=C(C=C1)P([C-]2C=CC=C2)C3=CC=CC=C3.C1=CC=C(C=C1)P([C-]2C=CC=C2)C3=CC=CC=C3.Cl[Pd]Cl.[Fe+2] (Pd(dppf)Cl2). Reactants: IC1=NN(C=C1C#N)COCC[Si](C)(C)C (3-iodo-1-((2-(trimethylsilyl)ethoxy)methyl)-1H-pyrazole-4-carbonitrile), CC1=C(C=C(C(=O)OC)C=C1)B1OC(C(O1)(C)C)(C)C (Methyl 4-methyl-3-(4,4,5,5-tetramethyl-1,3,2-dioxaborolan-2-yl)benzoate), C([O-])([O-])=O.[K+].[K+] (potassium carbonate), IC1=NN(C=C1C#N)COCC[Si](C)(C)C (3-iodo-1-((2-(trimethylsilyl)ethoxy)methyl)-1H-pyrazole-4-carbonitrile). Solvent: O1CCOCC1 (dioxane), O (water), CCOC(=O)C (EtOAc). Reaction conditions: temperature 90 celsius, time 8 hour. The yield is 65.4%. Procedure details: Into a 250-mL three neck round-bottom flask, which was purged and maintained with an inert atmosphere of nitrogen, was placed a solution of 3-iodo-1-((2-(trimethylsilyl)ethoxy)methyl)-1H-pyrazole-4-carbonitrile (compound 256.2, 2.73 g, 7.82 mmol, 1.00 equiv) in dioxane (30 mL). Methyl 4-methyl-3-(4,4,5,5-tetramethyl-1,3,2-dioxaborolan-2-yl)benzoate (2.59 g, 9.38 mmol), Pd(dppf)Cl2 (570 mg, 0.78 mmol), and a solution of potassium carbonate (3.24 g, 23.4 mmol) in water (3 mL) were added to the rea...